Dataset: the Open Reaction Database (ORD), a public repository of structured organic reaction records. Task: describe an organic reaction: reactants, conditions, products, and yield The reactants are CCN=C=NCCCN(C)C, Cc1oc(-c2ccccc2)nc1COc1ccc(CC(=O)O)cc1, CN(C)c1ccncc1, CN(C)C=O, Cl, Cl, COC(=O)CCC(O)C(=O)c1ccccc1. The product is COC(=O)CCC(OC(=O)Cc1ccc(OCc2nc(-c3ccccc3)oc2C)cc1)C(=O)c1ccccc1. RXN SMILES: [CH2:42]([N:43]=[C:44]=[N:45][CH2:46][CH2:47][CH2:48][N:49]([CH3:50])[CH3:51])[CH3:52].[CH3:1][c:2]1[c:3]([CH2:13][O:14][c:15]2[cH:16][cH:17][c:18]([CH2:21][C:22](=[O:23])[OH:24])[cH:19][cH:20]2)[n:4][c:5](-[c:7]2[cH:8][cH:9][cH:10][cH:11][cH:12]2)[o:6]1.[CH3:54][N:55]([c:56]1[cH:57][cH:58][n:59][cH:60][cH:61]1)[CH3:62].[CH3:63][N:64]([CH3:65])[CH:66]=[O:67].[ClH:41].[ClH:53].[OH:25][CH:26]([CH2:27][CH2:28][C:29](=[O:30])[O:31][CH3:32])[C:33]([c:34]1[cH:35][cH:36][cH:37][cH:38][cH:39]1)=[O:40]>>[CH3:1][c:2]1[c:3]([CH2:13][O:14][c:15]2[cH:16][cH:17][c:18]([CH2:21][C:22](=[O:23])[O:24][CH:26]([CH2:27][CH2:28][C:29](=[O:30])[O:31][CH3:32])[C:33]([c:34]3[cH:35][cH:36][cH:37][cH:38][cH:39]3)=[O:40])[cH:19][cH:20]2)[n:4][c:5](-[c:7]2[cH:8][cH:9][cH:10][cH:11][cH:12]2)[o:6]1. The reactants are CCCCOB(OCCCC)OCCCC, [Li]CCCC, CN(C)CCN(C)C, Cl, c1ccc2c(c1)sc1ccccc12. Product: Oc1cccc2c1sc1ccccc12. Reaction SMILES: [B:27]([O:28][CH2:39][CH2:40][CH2:41][CH3:42])([O:29][CH2:30][CH2:31][CH2:32][CH3:33])[O:34][CH2:35][CH2:36][CH2:37][CH3:38].[CH2:22]([Li:23])[CH2:24][CH2:25][CH3:26].[CH3:14][N:15]([CH2:16][CH2:17][N:18]([CH3:19])[CH3:20])[CH3:21].[ClH:43].[cH:1]1[cH:2][cH:3][c:4]2[c:5]([cH:6]1)[s:7][c:8]1[cH:9][cH:10][cH:11][cH:12][c:13]21>>[cH:1]1[cH:2][cH:3][c:4]2[c:5]([cH:6]1)[s:7][c:8]1[c:9]([OH:28])[cH:10][cH:11][cH:12][c:13]21. Reactants: ClCCl, COC(=O)c1c(N)ccc2ccccc12, c1ccncc1, O=S(=O)(Cl)c1ccccn1. The product is COC(=O)c1c(NS(=O)(=O)c2ccccn2)ccc2ccccc12. Reaction SMILES: [Cl:32][CH2:33][Cl:34].[NH2:1][c:2]1[c:3]([C:12](=[O:13])[O:14][CH3:15])[c:4]2[cH:5][cH:6][cH:7][cH:8][c:9]2[cH:10][cH:11]1.[cH:26]1[cH:27][cH:28][n:29][cH:30][cH:31]1.[n:16]1[c:17]([S:22](=[O:23])(=[O:24])[Cl:25])[cH:18][cH:19][cH:20][cH:21]1>>[NH:1]([c:2]1[c:3]([C:12](=[O:13])[O:14][CH3:15])[c:4]2[cH:5][cH:6][cH:7][cH:8][c:9]2[cH:10][cH:11]1)[S:22]([c:17]1[n:16][cH:21][cH:20][cH:19][cH:18]1)(=[O:23])=[O:24]. Reactants: BrCCCOc1ccc(-c2csc3ccccc23)cc1, O=C([O-])[O-], CC#N, CCOC(C)=O, CO, [K+], [K+], NCc1ccccc1. The product is c1ccc(CNCCCOc2ccc(-c3csc4ccccc34)cc2)cc1. RXN SMILES: [Br:1][CH2:2][CH2:3][CH2:4][O:5][c:6]1[cH:7][cH:8][c:9](-[c:12]2[c:13]3[c:14]([s:15][cH:16]2)[cH:17][cH:18][cH:19][cH:20]3)[cH:10][cH:11]1.[C:29](=[O:30])([O-:31])[O-:32].[CH3:35][C:36]#[N:37].[CH3:38][CH2:39][O:40][C:41](=[O:42])[CH3:43].[CH3:44][OH:45].[K+:33].[K+:34].[NH2:21][CH2:22][c:23]1[cH:24][cH:25][cH:26][cH:27][cH:28]1>>[CH2:2]([CH2:3][CH2:4][O:5][c:6]1[cH:7][cH:8][c:9](-[c:12]2[c:13]3[c:14]([s:15][cH:16]2)[cH:17][cH:18][cH:19][cH:20]3)[cH:10][cH:11]1)[NH:21][CH2:22][c:23]1[cH:24][cH:25][cH:26][cH:27][cH:28]1. As a reaction SMILES: [CH:1]1([c:4]2[c:5]([C:20](=[O:21])[N:22]3[CH2:23][CH2:24][C:25](=[O:28])[CH2:26][CH2:27]3)[c:6]([CH3:19])[n:7][n:8]2-[c:9]2[cH:10][c:11]([C:15]([F:16])([F:17])[F:18])[cH:12][cH:13][cH:14]2)[CH2:2][CH2:3]1.[ClH:29].[OH:30][CH2:31][CH:32]1[CH2:33][CH:34]([NH:37][C:38]([CH3:39])=[O:40])[CH2:35][NH:36]1>>[CH:1]1([c:4]2[c:5]([C:20](=[O:21])[N:22]3[CH2:23][CH2:24][CH:25]([N:36]4[CH:32]([CH2:31][OH:30])[CH2:33][CH:34]([NH:37][C:38]([CH3:39])=[O:40])[CH2:35]4)[CH2:26][CH2:27]3)[c:6]([CH3:19])[n:7][n:8]2-[c:9]2[cH:10][c:11]([C:15]([F:16])([F:17])[F:18])[cH:12][cH:13][cH:14]2)[CH2:2][CH2:3]1. The reactants are Cc1nn(-c2cccc(C(F)(F)F)c2)c(C2CC2)c1C(=O)N1CCC(=O)CC1, Cl, CC(=O)NC1CNC(CO)C1. Product: CC(=O)NC1CC(CO)N(C2CCN(C(=O)c3c(C)nn(-c4cccc(C(F)(F)F)c4)c3C3CC3)CC2)C1. Reactants: C(C)(C)(C)OC(=O)N[C@@H]([C@H](C1=CC=C(C=C1)F)C)C(=O)O ((βS)-N-(tert-butoxycarbonyl)4-fluoro-β-methyl-L-phenylalanine), C(CCl)Cl (EDC), C=1C=CC2=C(C1)N=NN2O (HOBT), Cl.F[C@@H]1CNCC1 ((3S)-3-fluoropyrrolidine hydrochloride), CCN(C(C)C)C(C)C (N,N′-diisopropylethylamine). The solvent is C(C)(=O)OCC (ethyl acetate), CN(C)C=O (DMF). Run at time 12 hour. The product is O(C(C)(C)C)C(=O)N[C@H](C(=O)N1C[C@H](CC1)F)[C@@H](C)C1=CC=C(C=C1)F ((3S)-1-[(2S,3S)-2-[(tert-Butoxylcarbonyl)amino]-3-(4-fluorophenyl)-1-oxobutanyl]-3-fluoropyrrolidine). As a reaction SMILES: [C:1]([O:5][C:6]([NH:8][C@H:9]([C:19]([OH:21])=O)[C@@H:10]([CH3:18])[C:11]1[CH:16]=[CH:15][C:14]([F:17])=[CH:13][CH:12]=1)=[O:7])([CH3:4])([CH3:3])[CH3:2].C(Cl)CCl.C1C=CC2N(O)N=NC=2C=1.Cl.[F:37][C@H:38]1[CH2:42][CH2:41][NH:40][CH2:39]1.CCN(C(C)C)C(C)C>CN(C=O)C.C(OCC)(=O)C>[O:5]([C:6]([NH:8][C@@H:9]([C@H:10]([C:11]1[CH:12]=[CH:13][C:14]([F:17])=[CH:15][CH:16]=1)[CH3:18])[C:19]([N:40]1[CH2:41][CH2:42][C@H:38]([F:37])[CH2:39]1)=[O:21])=[O:7])[C:1]([CH3:2])([CH3:3])[CH3:4] |f:3.4|. Procedure: To a stirred solution of (βS)-N-(tert-butoxycarbonyl)4-fluoro-β-methyl-L-phenylalanine Example 1, Step E, 0.15 g, 0.51 mmol) in anhydrous DMF (2 mL) was added EDC (0.25 g, 1.33 mmol), HOBT (0.18 g, 1.33 mmol), (3S)-3-fluoropyrrolidine hydrochloride (0.18 g, 1.45 mmol) and N,N′-diisopropylethylamine (0.23 mL, 1.31 mmol). After stirring at room temperature for 12 h, the reaction was diluted with ethyl acetate. The organic phase was washed sequentially with brine, 1N hydrochloric acid and 1N aqueou... Starting materials: O=C(Cl)C(Cl)(Cl)Cl, CC(Cl)Cl, ClCCl, Cc1cc(F)ccc1N, O, c1ccncc1. Product: Cc1cc(F)ccc1NC(=O)C(Cl)(Cl)Cl. As a reaction SMILES: [Cl:1][C:2]([C:3](=[O:4])[Cl:5])([Cl:6])[Cl:7].[Cl:24][CH:25]([Cl:26])[CH3:27].[Cl:28][CH2:29][Cl:30].[F:8][c:9]1[cH:10][c:11]([CH3:16])[c:12]([NH2:13])[cH:14][cH:15]1.[OH2:23].[cH:17]1[cH:18][cH:19][n:20][cH:21][cH:22]1>>[Cl:1][C:2]([C:3](=[O:4])[NH:13][c:12]1[c:11]([CH3:16])[cH:10][c:9]([F:8])[cH:15][cH:14]1)([Cl:6])[Cl:7].